This data is from the Open Reaction Database (ORD), a public repository of structured organic reaction records. The task is: describe an organic reaction: reactants, conditions, products, and yield Reactants: BrC1=CC=CC=2N1N=C(N2)NC(=O)C2CC2 (cyclopropanecarboxylic acid (5-bromo-[1,2,4]triazolo[1,5-a]pyridin-2-yl)-amide), COC1=CC=C(C=C1)N (p-anisidine), CC1(C2=C(C(=CC=C2)P(C3=CC=CC=C3)C4=CC=CC=C4)OC5=C(C=CC=C51)P(C6=CC=CC=C6)C7=CC=CC=C7)C (xantphos), CC(C)([O-])C.[Na+] (sodium tert-butoxide). The reagents and catalysts are C=1C=CC(=CC1)/C=C/C(=O)/C=C/C2=CC=CC=C2.C=1C=CC(=CC1)/C=C/C(=O)/C=C/C2=CC=CC=C2.[Pd] (bis(dibenzylideneacetone)palladium), CC(=O)N(C)C (dimethylacetamide). Solvent: O1CCOCC1 (dioxane). Run at temperature 140 celsius. Product: COC1=CC=C(C=C1)NC1=CC=CC=2N1N=C(N2)NC(=O)C2CC2 (Cyclopropanecarboxylic acid [5-(4-methoxy-phenylamino)-[1,2,4]triazolo[1,5-a]pyridin-2-yl]-amide). RXN SMILES: Br[C:2]1[N:7]2[N:8]=[C:9]([NH:11][C:12]([CH:14]3[CH2:16][CH2:15]3)=[O:13])[N:10]=[C:6]2[CH:5]=[CH:4][CH:3]=1.[CH3:17][O:18][C:19]1[CH:24]=[CH:23][C:22]([NH2:25])=[CH:21][CH:20]=1.CC1(C)C2C(=C(P(C3C=CC=CC=3)C3C=CC=CC=3)C=CC=2)OC2C(P(C3C=CC=CC=3)C3C=CC=CC=3)=CC=CC1=2.CC(C)([O-])C.[Na+]>O1CCOCC1.CC(N(C)C)=O.C1C=CC(/C=C/C(/C=C/C2C=CC=CC=2)=O)=CC=1.C1C=CC(/C=C/C(/C=C/C2C=CC=CC=2)=O)=CC=1.[Pd]>[CH3:17][O:18][C:19]1[CH:24]=[CH:23][C:22]([NH:25][C:2]2[N:7]3[N:8]=[C:9]([NH:11][C:12]([CH:14]4[CH2:16][CH2:15]4)=[O:13])[N:10]=[C:6]3[CH:5]=[CH:4][CH:3]=2)=[CH:21][CH:20]=1 |f:3.4,7.8.9|. Procedure: A microwave tube was charged with cyclopropanecarboxylic acid (5-bromo-[1,2,4]triazolo[1,5-a]pyridin-2-yl)-amide (0.05 g, 0.178 mmol), p-anisidine (0.044 g, 0.356 mmol), bis(dibenzylideneacetone)palladium (0.008 g, 0.009 mmol), xantphos (0.010 g, 0.018 mmol) and sodium tert-butoxide (0.038 g, 0.392 mmol) in dioxane (1 mL). A couple of drops of dimethylacetamide were added to assist with microwave absorption. The mixture was heated at 140° C. for 30 min. The mixture was filtered and concentrated ... Starting materials: CC1(C)OCC2OC2CO1, N, O. Yields the product CC1(C)OCC(N)C(O)CO1. As a reaction SMILES: [CH3:1][C:2]1([CH3:10])[O:3][CH2:4][CH:5]2[O:6][CH:7]2[CH2:8][O:9]1.[NH3:12].[OH2:11]>>[CH3:1][C:2]1([CH3:10])[O:3][CH2:4][CH:5]([OH:6])[CH:7]([NH2:12])[CH2:8][O:9]1. Reactants: C(C)(=O)N1[C@@H](C(N(C2=C(C(C[C@H]1C(=O)[O-])=O)C=CC=C2)CC2=CC(=CC=C2)Cl)=O)CC21CC3CC(CC(C2)C3)C1 ((3R,5S)-4-acetyl-3-(1-adamantyl)methyl-1-(3-chlorobenzyl)-2,7-dioxo-2,3,4,5,6,7-hexahydro-1H-1,4-benzodiazonine-5-carboxylate), C(C)(=O)N1[C@@H](C(N(C2=C(C(C[C@H]1C(=O)[O-])=O)C=CC=C2)CC2=CC=CC=C2)=O)CC21CC3CC(CC(C2)C3)C1 ((3R,5S)-4-acetyl-3-(1-adamantyl)methyl-1-benzyl-2,7-dioxo-2,3,4,5,6,7-hexahydro-1H-1,4-benzodiazonine-5-carboxylate). The product is C(C)(=O)N1[C@@H](C(N(C2=C(C(C[C@H]1C(=O)NCC(=O)O)=O)C=CC=C2)CC2=CC(=CC=C2)Cl)=O)CC21CC3CC(CC(C2)C3)C1 ((3R,5S)-4-acetyl-3-(1-adamantyl)methyl-1-(3-chlorobenzyl)-5-carboxymethylaminocarbonyl-2,7-dioxo-2,3,4,5,6,7-hexahydro-1H-1,4-benzodiazonine). Reaction SMILES: [C:1]([N:4]1[C@H:12]([C:13]([O-:15])=O)[CH2:11][C:10](=[O:16])[C:9]2[CH:17]=[CH:18][CH:19]=[CH:20][C:8]=2[N:7]([CH2:21][C:22]2[CH:27]=[CH:26][CH:25]=[C:24]([Cl:28])[CH:23]=2)[C:6](=[O:29])[C@H:5]1[CH2:30][C:31]12[CH2:40][CH:35]3[CH2:36][CH:37]([CH2:39][CH:33]([CH2:34]3)[CH2:32]1)[CH2:38]2)(=[O:3])[CH3:2].C([N:44]1[C@H:52]([C:53]([O-:55])=[O:54])CC(=O)C2C=CC=CC=2N(CC2C=CC=CC=2)C(=O)[C@H]1CC12CC3CC(CC(C3)C1)C2)(=O)C>>[C:1]([N:4]1[C@H:12]([C:13]([NH:44][CH2:52][C:53]([OH:55])=[O:54])=[O:15])[CH2:11][C:10](=[O:16])[C:9]2[CH:17]=[CH:18][CH:19]=[CH:20][C:8]=2[N:7]([CH2:21][C:22]2[CH:27]=[CH:26][CH:25]=[C:24]([Cl:28])[CH:23]=2)[C:6](=[O:29])[C@H:5]1[CH2:30][C:31]12[CH2:38][CH:37]3[CH2:39][CH:33]([CH2:34][CH:35]([CH2:36]3)[CH2:40]1)[CH2:32]2)(=[O:3])[CH3:2]. Procedure details: The compound was prepared by an identical route to that used to prepare example 22 except that (3R,5S)-4-acetyl-3-(1-adamantyl)methyl-1-(3-chlorobenzyl)-2,7-dioxo-2,3,4,5,6,7-hexahydro-1H-1,4-benzodiazonine-5-carboxylate was used in step a in place of (3R,5S)-4-acetyl-3-(1-adamantyl)methyl-1-benzyl-2,7-dioxo-2,3,4,5,6,7-hexahydro-1H-1,4-benzodiazonine-5-carboxylate Reactants: CNCC[C@@H](C1=CC=CS1)OC=2C=CC=C3C2C=CC=C3 (duloxetine), C(CC(O)(C(=O)O)CC(=O)O)(=O)O (citric acid), C([O-])([O-])=O.[K+].[K+] (potassium carbonate), C([O-])(O)=O.[Na+] (sodium bicarbonate), CNCC[C@@H](C1=CC=CS1)OC=2C=CC=C3C2C=CC=C3 (duloxetine), CNCC[C@@H](C1=CC=CS1)OC=2C=CC=C3C2C=CC=C3 (duloxetine), O (water), one. Product: CNCC[C@@H](C1=CC=CS1)OC=2C=CC=C3C2C=CC=C3 (duloxetine), C(CC(O)(C(=O)[O-])CC(=O)[O-])(=O)[O-].[Na+].[Na+].[Na+] (sodium citrate), C(CC(O)(C(=O)[O-])CC(=O)[O-])(=O)[O-].[K+].[K+].[K+] (potassium citrate). As a reaction SMILES: [CH3:1][NH:2][CH2:3][CH2:4][C@H:5]([O:11][C:12]1[CH:13]=[CH:14][CH:15]=[C:16]2[CH:21]=[CH:20][CH:19]=[CH:18][C:17]=12)[C:6]1[S:10][CH:9]=[CH:8][CH:7]=1.[C:22]([OH:34])(=[O:33])[CH2:23][C:24]([CH2:29][C:30]([OH:32])=[O:31])([C:26]([OH:28])=[O:27])[OH:25].C(=O)([O-])[O-].[K+:39].[K+].O.C(=O)(O)[O-].[Na+:46]>>[CH3:1][NH:2][CH2:3][CH2:4][C@H:5]([O:11][C:12]1[CH:13]=[CH:14][CH:15]=[C:16]2[CH:21]=[CH:20][CH:19]=[CH:18][C:17]=12)[C:6]1[S:10][CH:9]=[CH:8][CH:7]=1.[C:22]([O-:34])(=[O:33])[CH2:23][C:24]([CH2:29][C:30]([O-:32])=[O:31])([C:26]([O-:28])=[O:27])[OH:25].[Na+:46].[Na+:46].[Na+:46].[C:22]([O-:34])(=[O:33])[CH2:23][C:24]([CH2:29][C:30]([O-:32])=[O:31])([C:26]([O-:28])=[O:27])[OH:25].[K+:39].[K+:39].[K+:39] |f:2.3.4,6.7,9.10.11.12,13.14.15.16|. Procedure: Effervescent Tablets and Granules were prepared using standards techniques known to persons skilled in the art. For Example: From one 20 mg duloxetine capsule, granules were emptied into mortar and pestle to prepare fine powder. A homogeneous mixture of effervescent duloxetine powder was obtained by diluting the above powdered duloxetine with about 958 mg sodium bicarbonate USP, about 832 mg citric acid USP and about 312 mg potassium carbonate USP. This powder reacted with the 60 ml water to cre... The reactants are CC(=O)CC(=O)OCCCl, Cc1ccccc1, Cl, O=Cc1cccc([N+](=O)[O-])c1. The product is CC(=O)C(=Cc1cccc([N+](=O)[O-])c1)C(=O)OCCCl. As a reaction SMILES: [C:12]([CH2:13][C:14](=[O:15])[CH3:16])(=[O:17])[O:18][CH2:19][CH2:20][Cl:21].[CH3:23][c:24]1[cH:25][cH:26][cH:27][cH:28][cH:29]1.[ClH:22].[N+:1](=[O:2])([O-:3])[c:4]1[cH:5][c:6]([CH:7]=[O:8])[cH:9][cH:10][cH:11]1>>[N+:1](=[O:2])([O-:3])[c:4]1[cH:5][c:6]([CH:7]=[C:13]([C:12](=[O:17])[O:18][CH2:19][CH2:20][Cl:21])[C:14](=[O:15])[CH3:16])[cH:9][cH:10][cH:11]1. Reactants: aqueous solution, [OH-].[Na+] (sodium hydroxide), CC(C)O (2-propanol), OC1=C(C(=O)NC2=C(C(=O)OC)C=CC(=C2)C2=CC=CC=C2)C=C(C=C1)OCCN1CCN(CC1)S(=O)(=O)C (methyl 2-(2-hydroxy-5-(2-(4-(methylsulfonyl)piperazin-1-yl)ethoxy)benzamido)-4-phenylbenzoate), Cl (hydrochloric acid). Solvent: O (water). Conditions: temperature 50 celsius, time 2 hour. Product: Cl.OC1=C(C(=O)NC2=C(C(=O)O)C=CC(=C2)C2=CC=CC=C2)C=C(C=C1)OCCN1CCN(CC1)S(=O)(=O)C (2-(2-hydroxy-5-(2-(4-(methylsulfonyl)piperazin-1-yl)ethoxy)benzamido)-4-phenylbenzoic acid hydrochloride). As a reaction SMILES: [OH-].[Na+].CC(O)C.[OH:7][C:8]1[CH:32]=[CH:31][C:30]([O:33][CH2:34][CH2:35][N:36]2[CH2:41][CH2:40][N:39]([S:42]([CH3:45])(=[O:44])=[O:43])[CH2:38][CH2:37]2)=[CH:29][C:9]=1[C:10]([NH:12][C:13]1[CH:22]=[C:21]([C:23]2[CH:28]=[CH:27][CH:26]=[CH:25][CH:24]=2)[CH:20]=[CH:19][C:14]=1[C:15]([O:17]C)=[O:16])=[O:11].[ClH:46]>O>[ClH:46].[OH:7][C:8]1[CH:32]=[CH:31][C:30]([O:33][CH2:34][CH2:35][N:36]2[CH2:41][CH2:40][N:39]([S:42]([CH3:45])(=[O:44])=[O:43])[CH2:38][CH2:37]2)=[CH:29][C:9]=1[C:10]([NH:12][C:13]1[CH:22]=[C:21]([C:23]2[CH:24]=[CH:25][CH:26]=[CH:27][CH:28]=2)[CH:20]=[CH:19][C:14]=1[C:15]([OH:17])=[O:16])=[O:11] |f:0.1,6.7|. Procedure details: A 2.0 mol/L aqueous solution of sodium hydroxide (0.17 mL) was added to 2-propanol (1.2 mL) suspension of the obtained methyl 2-(2-hydroxy-5-(2-(4-(methylsulfonyl)piperazin-1-yl)ethoxy)benzamido)-4-phenylbenzoate (0.063 g), followed by stirring at 50° C. for 2 hours. The reaction mixture was cooled to room temperature, and then water was added thereto. After adjusting the pH to 6.5 with 1.0 mol/L hydrochloric acid, the solid substance was collected by filtration. Ethyl acetate (2.0 mL) and a 4.0... The reactants are ClC1=C(C=CC(=C1)[N+](=O)[O-])N=C=O (2-chloro-4-nitrophenyl isocyanate), ClCCO (2-chloroethanol), CCOCC (ether). Run in CCCCCC (hexane). Conditions: temperature 15 celsius, time 2 minute. Product: ClC1=C(C=CC(=C1)[N+](=O)[O-])NC(OCCCl)=O (2-chloroethyl (2-chloro-4-nitrophenyl)carbamate). Reaction SMILES: [Cl:1][C:2]1[CH:7]=[C:6]([N+:8]([O-:10])=[O:9])[CH:5]=[CH:4][C:3]=1[N:11]=[C:12]=[O:13].[Cl:14][CH2:15][CH2:16][OH:17].CCOCC>CCCCCC>[Cl:1][C:2]1[CH:7]=[C:6]([N+:8]([O-:10])=[O:9])[CH:5]=[CH:4][C:3]=1[NH:11][C:12](=[O:13])[O:17][CH2:16][CH2:15][Cl:14]. Reported procedure: 50.0 g of 2-chloro-4-nitrophenyl isocyanate was added, with stirring, to 100 g of 2-chloroethanol. After 2 minutes, the temperature of the mixture rose to 65° C. The mixture then was heated at 80°-90° C. for 10 minutes, and cooled. 200 ml of ether and 200 ml of hexane were added, the mixture was cooled to 15° C. and filtered. Drying of the filter cake gave 2-chloroethyl (2-chloro-4-nitrophenyl)carbamate (1A), as a white solid, mp: 128°-130° C.